describe an organic reaction: reactants, conditions, products, and yield From a dataset of the Open Reaction Database (ORD), a public repository of structured organic reaction records. Reactants: CC(=O)Cl, CC(=O)O, NS(=O)(=O)c1ccc(-c2c(-c3cccc(F)c3)nn3cc(C(F)(F)F)ccc23)cc1. The product is CC(=O)NS(=O)(=O)c1ccc(-c2c(-c3cccc(F)c3)nn3cc(C(F)(F)F)ccc23)cc1. RXN SMILES: [CH3:31][C:32]([Cl:33])=[O:34].[CH3:35][C:36](=[O:37])[OH:38].[F:1][c:2]1[cH:3][c:4](-[c:8]2[n:9][n:10]3[c:11]([cH:12][cH:13][c:14]([C:16]([F:17])([F:18])[F:19])[cH:15]3)[c:20]2-[c:21]2[cH:22][cH:23][c:24]([S:27](=[O:28])(=[O:29])[NH2:30])[cH:25][cH:26]2)[cH:5][cH:6][cH:7]1>>[F:1][c:2]1[cH:3][c:4](-[c:8]2[n:9][n:10]3[c:11]([cH:12][cH:13][c:14]([C:16]([F:17])([F:18])[F:19])[cH:15]3)[c:20]2-[c:21]2[cH:22][cH:23][c:24]([S:27](=[O:28])(=[O:29])[NH:30][C:32]([CH3:31])=[O:34])[cH:25][cH:26]2)[cH:5][cH:6][cH:7]1. The reactants are C(C)OC(C(CC1=C(C=C(C=C1)O)Cl)OC)=O (3-(2-Chloro-4-hydroxy-phenyl)-2-methoxy-propionic acid ethyl ester), [OH-].[Na+] (NaOH), O(C1=CC=CC=C1)C1=CC=C(OCCCO)C=C1 (3-(4-phenoxy-phenoxy)-propan-1-ol), CC(C)OC(=O)/N=N/C(=O)OC(C)C.C1(=CC=CC=C1)C (DIAD toluene). Yields the product ClC1=C(C=CC(=C1)OCCCOC1=CC=C(C=C1)OC1=CC=CC=C1)CC(C(=O)O)OC (3-{2-Chloro-4-[3-(4-phenoxy-phenoxy)-propoxy]-phenyl}-2-methoxy-propionic acid). RXN SMILES: C([O:3][C:4](=[O:17])[CH:5]([O:15][CH3:16])[CH2:6][C:7]1[CH:12]=[CH:11][C:10]([OH:13])=[CH:9][C:8]=1[Cl:14])C.[O:18]([C:25]1[CH:35]=[CH:34][C:28]([O:29][CH2:30][CH2:31][CH2:32]O)=[CH:27][CH:26]=1)[C:19]1[CH:24]=[CH:23][CH:22]=[CH:21][CH:20]=1.CC(OC(/N=N/C(OC(C)C)=O)=O)C.C1(C)C=CC=CC=1.[OH-].[Na+]>>[Cl:14][C:8]1[CH:9]=[C:10]([O:13][CH2:32][CH2:31][CH2:30][O:29][C:28]2[CH:34]=[CH:35][C:25]([O:18][C:19]3[CH:24]=[CH:23][CH:22]=[CH:21][CH:20]=3)=[CH:26][CH:27]=2)[CH:11]=[CH:12][C:7]=1[CH2:6][CH:5]([O:15][CH3:16])[C:4]([OH:3])=[O:17] |f:2.3,4.5|. Procedure: A mixture solution of 3-(2-Chloro-4-hydroxy-phenyl)-2-methoxy-propionic acid ethyl ester from Example 191, Step F and 3-(4-phenoxy-phenoxy)-propan-1-ol were allowed to react under the Standard Mitsounobu coupling conditions B (DIAD/toluene) to give the corresponding coupled product which by the Standard hydrolysis procedure C (NaOH) yield the title compound. MS (ES) for C25H25ClO6 [M+NH4]+: 474. Starting materials: CC(=O)OCC1=C(N2[C@@H]([C@@H](C2=O)N)SC1)C(=O)O (7-ACA), SC1=NC(=NN1)CC(=O)N (5-mercapto-1,2,4-triazol-3-ylacetamide). Product: NC1[C@@H]2N(C(=C(CS2)CSC2=NC(=NN2)CC(N)=O)C(=O)O)C1=O (7-Amino-3-(3-carbamoylmethyl-1,2,4-triazol-5-ylthio)methylceph-3-em-4-carboxylic acid). The yield is 58.4%. As a reaction SMILES: CC(O[CH2:5][C:6]1[CH2:15][S:14][C@@H:9]2[C@H:10]([NH2:13])[C:11](=[O:12])[N:8]2[C:7]=1[C:16]([OH:18])=[O:17])=O.[SH:19][C:20]1[NH:24][N:23]=[C:22]([CH2:25][C:26]([NH2:28])=[O:27])[N:21]=1>>[NH2:13][CH:10]1[C:11](=[O:12])[N:8]2[C:7]([C:16]([OH:18])=[O:17])=[C:6]([CH2:5][S:19][C:20]3[NH:24][N:23]=[C:22]([CH2:25][C:26](=[O:27])[NH2:28])[N:21]=3)[CH2:15][S:14][C@H:9]12. Procedure: 7-ACA and 5-mercapto-1,2,4-triazol-3-ylacetamide were reacted as in example 23a to give the title compound, 58.4% yield; δ(CF3CO2H) 3.87 (2H, bs, C2 methylene), 4.38 (2H,s, --CH2CONH2), 4.55 (2H,bs, --CH2S--), 5.40 (2H,s, β-lactam protons), 7.1-7.8 (2H,m, --CONH2). Reactants: C1(=CC=CC=2C3=CC=CC=C3CC12)C(=O)O (1-fluorenecarboxylic acid), [H-].[Al+3].[Li+].[H-].[H-].[H-] (lithium aluminium hydride), O (water). Run in O1CCCC1 (tetrahydrofuran). Reaction conditions: time 1 hour. Product: C1(=CC=CC=2C3=CC=CC=C3CC12)CO (1-Fluorenylmethanol). As a reaction SMILES: [C:1]1([C:14](O)=[O:15])[C:13]2[CH2:12][C:11]3[C:6](=[CH:7][CH:8]=[CH:9][CH:10]=3)[C:5]=2[CH:4]=[CH:3][CH:2]=1.[H-].[Al+3].[Li+].[H-].[H-].[H-].O>O1CCCC1>[C:1]1([CH2:14][OH:15])[C:13]2[CH2:12][C:11]3[C:6](=[CH:7][CH:8]=[CH:9][CH:10]=3)[C:5]=2[CH:4]=[CH:3][CH:2]=1 |f:1.2.3.4.5.6|. Procedure: To a cooled (0°), stirred, solution of 1-fluorenecarboxylic acid (2.10 g, 10.0 mmol) in dry tetrahydrofuran (20 ml) under argon was added lithium aluminium hydride (0.19 g, 5 mmol) added in portions over 10 minutes. After a further 1 hour, water was added cautiously until effervescence ceased. The reaction mixture was partitioned between ethyl acetate and water and filtered. The organic layer was washed with saturated sodium hydrogen carbonate solution followed by water and dried over MgSO4. Eva... Starting materials: CC(=O)Cl, Cc1ccc(Cl)c(-c2ccc(CN3CCNC(Cc4ccccc4)C3)cc2)c1, C1CCOC1, CCN(C(C)C)C(C)C, ClCCl. Yields the product CC(=O)N1CCN(Cc2ccc(-c3cc(C)ccc3Cl)cc2)CC1Cc1ccccc1. RXN SMILES: [C:29]([CH3:30])(=[O:31])[Cl:32].[CH2:1]([c:2]1[cH:3][cH:4][cH:5][cH:6][cH:7]1)[CH:8]1[CH2:9][N:10]([CH2:14][c:15]2[cH:16][cH:17][c:18](-[c:21]3[c:22]([Cl:28])[cH:23][cH:24][c:25]([CH3:27])[cH:26]3)[cH:19][cH:20]2)[CH2:11][CH2:12][NH:13]1.[CH2:42]1[O:43][CH2:44][CH2:45][CH2:46]1.[CH:33]([N:34]([CH2:35][CH3:36])[CH:37]([CH3:38])[CH3:39])([CH3:40])[CH3:41].[Cl:47][CH2:48][Cl:49]>>[CH2:1]([c:2]1[cH:3][cH:4][cH:5][cH:6][cH:7]1)[CH:8]1[CH2:9][N:10]([CH2:14][c:15]2[cH:16][cH:17][c:18](-[c:21]3[c:22]([Cl:28])[cH:23][cH:24][c:25]([CH3:27])[cH:26]3)[cH:19][cH:20]2)[CH2:11][CH2:12][N:13]1[C:29]([CH3:30])=[O:31]. Reactants: FC(C1=C(C=CC=C1)C1=NN=NN1)(F)F (5-[2-(trifluoromethyl)phenyl]-1H-tetrazole), CNC(=O)C12CCC(CC1)(CC2)C(=O)OC (methyl 4-[(methylamino)carbonyl]bicyclo[2.2.2]octane-1-carboxylate), CN(C)C=O (DMF), C(C(=O)Cl)(=O)Cl (Oxalyl chloride). Solvent: C(Cl)Cl (methylene chloride). Run at time 2 hour. The product is CN1C(=NN=C1C1=C(C=CC=C1)C(F)(F)F)C12CCC(CC1)(CC2)C(=O)OC (methyl 4-{4-methyl-5-[2-(trifluoromethyl)phenyl]-4H-1,2,4-triazol-3-yl}bicyclo[2.2.2]octane-1-carboxylate). Reaction SMILES: [CH3:1][NH:2][C:3]([C:5]12[CH2:12][CH2:11][C:8]([C:13]([O:15][CH3:16])=[O:14])([CH2:9][CH2:10]1)[CH2:7][CH2:6]2)=O.C(Cl)(=O)C(Cl)=O.CN(C=O)C.[F:28][C:29]([F:42])([F:41])[C:30]1[CH:35]=[CH:34][CH:33]=[CH:32][C:31]=1[C:36]1NN=[N:38][N:37]=1>C(Cl)Cl>[CH3:1][N:2]1[C:36]([C:31]2[CH:32]=[CH:33][CH:34]=[CH:35][C:30]=2[C:29]([F:28])([F:42])[F:41])=[N:37][N:38]=[C:3]1[C:5]12[CH2:12][CH2:11][C:8]([C:13]([O:15][CH3:16])=[O:14])([CH2:9][CH2:10]1)[CH2:7][CH2:6]2. Procedure: Carboxylate 1-B (2.76 g, 12.3 mmol) was dissolved in methylene chloride (100 ml). Oxalyl chloride (2.0 M, 15.3 ml) was added to the resulting solution followed by DMF (0.19 ml, 2.45 mmol). The reaction mixture was then stirred at room temperature under a nitrogen atmosphere for 2 hours before it was concentrated and stripped from toluene 3 times. The residue was redissolved in toluene (100 ml), treated with 5-[2-(trifluoromethyl)phenyl]-1H-tetrazole (3.15 g, 14.7 mmol) and heated at 100° C. unde... Reactants: [H-].[Na+] (Sodium hydride), Cl.BrC1=C(NN=C1)OC (4-bromo-3-methoxy-2H-pyrazole, hydrochloride salt), CS(=O)(=O)OC1CCN(CC1)C(=O)OC(C)(C)C (tert-butyl 4-methylsulphonyloxypiperidine-1-carboxylate). The solvent is CN(C)C=O (DMF). Conditions: time 10 minute. Yields the product BrC=1C(=NN(C1)C1CCN(CC1)C(=O)OC(C)(C)C)OC (tert-butyl 4-(4-bromo-3-methoxy-pyrazol-1-yl)piperidine-1-carboxylate). Yield: 52.6%. As a reaction SMILES: [H-].[Na+].Cl.[Br:4][C:5]1[CH:9]=[N:8][NH:7][C:6]=1[O:10][CH3:11].CS(O[CH:17]1[CH2:22][CH2:21][N:20]([C:23]([O:25][C:26]([CH3:29])([CH3:28])[CH3:27])=[O:24])[CH2:19][CH2:18]1)(=O)=O>CN(C=O)C>[Br:4][C:5]1[C:6]([O:10][CH3:11])=[N:7][N:8]([CH:17]2[CH2:22][CH2:21][N:20]([C:23]([O:25][C:26]([CH3:29])([CH3:28])[CH3:27])=[O:24])[CH2:19][CH2:18]2)[CH:9]=1 |f:0.1,2.3|. Procedure: Sodium hydride (354 mg, 60% dispersion in oil) was added portionwise to a solution of 4-bromo-3-methoxy-2H-pyrazole, hydrochloride salt (755 mg) in degassed DMF (12 ml) under argon at room temperature. The resulting suspension was stirred at room temperature for 10 minutes. tert-butyl 4-methylsulphonyloxypiperidine-1-carboxylate (1.087 g) was added to the stirred suspension. The resulting mixture was stirred at 90° C. for 20 hours. The reaction mixture was allowed to cool to room temperature, qu...